This data is from the Open Reaction Database (ORD), a public repository of structured organic reaction records. The task is: describe an organic reaction: reactants, conditions, products, and yield The reactants are FC1=C(CNC(OC(C)(C)C)=O)C(=CC=C1N(C(=O)C1=C(C(=NN1C)C(C(F)(F)F)(F)F)C(F)(F)F)C)F (tert-butyl [2,6-difluoro-3-(methyl{[1-methyl-3-(pentafluoroethyl)-4-(trifluoromethyl)-1H-pyrazol-5-yl]carbonyl}amino)benzyl]carbamate), solution, Cl (HCl). The solvent is O1CCOCC1 (1,4-dioxane). Product: [Cl-].FC1=C(C(=CC=C1N(C(=O)C1=C(C(=NN1C)C(C(F)(F)F)(F)F)C(F)(F)F)C)F)C[NH3+] ([2,6-Difluoro-3-(methyl{[1-methyl-3-(pentafluoroethyl)-4-(trifluoromethyl)-1H-pyrazol-5-yl]carbonyl}amino)phenyl]methanaminium chloride). Reaction SMILES: [F:1][C:2]1[C:16]([N:17]([CH3:37])[C:18]([C:20]2[N:24]([CH3:25])[N:23]=[C:22]([C:26]([F:32])([F:31])[C:27]([F:30])([F:29])[F:28])[C:21]=2[C:33]([F:36])([F:35])[F:34])=[O:19])=[CH:15][CH:14]=[C:13]([F:38])[C:3]=1[CH2:4][NH:5]C(=O)OC(C)(C)C.[ClH:39]>O1CCOCC1>[Cl-:39].[F:1][C:2]1[C:16]([N:17]([CH3:37])[C:18]([C:20]2[N:24]([CH3:25])[N:23]=[C:22]([C:26]([F:32])([F:31])[C:27]([F:30])([F:28])[F:29])[C:21]=2[C:33]([F:34])([F:35])[F:36])=[O:19])=[CH:15][CH:14]=[C:13]([F:38])[C:3]=1[CH2:4][NH3+:5] |f:3.4|. Reported procedure: A solution of tert-butyl [2,6-difluoro-3-(methyl{[1-methyl-3-(pentafluoroethyl)-4-(trifluoromethyl)-1H-pyrazol-5-yl]carbonyl}amino)benzyl]carbamate (1.2 g, 21 mmol) in HCl (21 ml of a 4N solution in 1,4-dioxane, 40 eq.) was stirred at room temperature for 6.5 h and then concentrated under reduced pressure. This gave [2,6-difluoro-3-(methyl{[1-methyl-3-(pentafluoroethyl)-4-(trifluoromethyl)-1H-pyrazol-5-yl]carbonyl}amino)phenyl]methanaminium chloride (954 mg, 89%) which was reacted further withou... Starting materials: C(C)(=O)OC(C)=O (Acetic anhydride), C(C)N(C1=NC=NC(=C1)C=1OC(=CC1)[N+](=O)[O-])CC (4-diethylamino-6-(5-nitro-2-furyl)pyrimidine), aluminum amalgam, Cl (hydrogen chloride), [Al] (aluminum). Run in O (water), C(C)OCC (diethyl ether), C(C)(=O)OCC (ethyl acetate). The product is Cl.C(C)N(C1=NC=NC(=C1)C=1OC(=CC1)NC(C)=O)CC (4-Diethylamino-6-(5-acetylamino-2-furyl)pyrimidine hydrochloride). Reaction SMILES: [CH2:1]([N:3]([CH2:18][CH3:19])[C:4]1[CH:9]=[C:8]([C:10]2[O:11][C:12]([N+:15]([O-])=O)=[CH:13][CH:14]=2)[N:7]=[CH:6][N:5]=1)[CH3:2].[Al].[C:21](OC(=O)C)(=[O:23])[CH3:22].[ClH:28]>C(OCC)(=O)C.O.C(OCC)C>[ClH:28].[CH2:1]([N:3]([CH2:18][CH3:19])[C:4]1[CH:9]=[C:8]([C:10]2[O:11][C:12]([NH:15][C:21](=[O:23])[CH3:22])=[CH:13][CH:14]=2)[N:7]=[CH:6][N:5]=1)[CH3:2] |f:7.8|. Procedure details: To a mixture of 2.62 g. (0.01 mole) of 4-diethylamino-6-(5-nitro-2-furyl)pyrimidine and aluminum amalgam, prepared from 4.0 g. of aluminum turnings, in 60 ml. of diethyl ether is added 4 ml. of water. Acetic anhydride (2.0 g.; 0.02 mole) is added dropwise during the ensuing reaction which is maintained by heating the reaction vessel in a warm water bath. The ether is filtered and the filtrate dried over sodium sulfate. Removal of the solvent under reduced pressure provides the crude product. The... The reactants are COC=1C=C(CNCC2=CC(=C(C=C2)OC)OC)C=CC1OC (bis(3,4-dimethoxybenzyl)amine), Br (hydrobromic acid), C(O)([O-])=O.[Na+] (sodium hydrogen carbonate). Run in O (water). Conditions: temperature 145 celsius, time 1 hour. Product: OC=1C=C(CNCC2=CC(=C(C=C2)O)O)C=CC1O (Bis(3,4-dihydroxybenzyl)amine). Reaction SMILES: C[O:2][C:3]1[CH:4]=[C:5]([CH:19]=[CH:20][C:21]=1[O:22]C)[CH2:6][NH:7][CH2:8][C:9]1[CH:14]=[CH:13][C:12]([O:15]C)=[C:11]([O:17]C)[CH:10]=1.Br.C(=O)([O-])O.[Na+]>O>[OH:2][C:3]1[CH:4]=[C:5]([CH:19]=[CH:20][C:21]=1[OH:22])[CH2:6][NH:7][CH2:8][C:9]1[CH:14]=[CH:13][C:12]([OH:15])=[C:11]([OH:17])[CH:10]=1 |f:2.3|. Procedure: The crude bis(3,4-dimethoxybenzyl)amine (0.6 g) was combined with hydrobromic acid (6 ml of 48% w/w solution in water) and slowly heated with stirring, to 145° C. over 1 h. The reaction was maintained at 145° C. for 12 h, allowed to cool to room temperature, and poured into water (25 ml). The reaction mixture was neutralized with saturated aqueous sodium hydrogen carbonate, and extracted with ethyl acetate (25 ml). The organic layer was washed into water (2×25 ml), dried (Na2SO4) and the solvent... Starting materials: Pyridinium bromide perbromide, [Na] (sodium), O=C1OC(OC(C1CCN1C(=CC=C1)C(C1=CC=CC=C1)=O)=O)(C)C (1-[2-(4,6-dioxo-2,2-dimethyl-1,3-dioxan-5-yl)ethyl]-2-(benzoyl)pyrrole), O (water). The solvent is O1CCCC1 (tetrahydrofuran). Run at time 1 hour. Product: BrC1(C(OC(OC1=O)(C)C)=O)CCN1C(=CC=C1)C(C1=CC=CC=C1)=O (1-[2-(5-bromo-4,6-dioxo-2,2-dimethyl-1,3-dioxan-5-yl)ethyl]-2-(benzoyl)pyrrole). As a reaction SMILES: C1C=C[NH+]=CC=1.[Br:7][Br-]Br.[Na].[O:11]=[C:12]1[CH:17]([CH2:18][CH2:19][N:20]2[CH:24]=[CH:23][CH:22]=[C:21]2[C:25](=[O:32])[C:26]2[CH:31]=[CH:30][CH:29]=[CH:28][CH:27]=2)[C:16](=[O:33])[O:15][C:14]([CH3:35])([CH3:34])[O:13]1.O>O1CCCC1>[Br:7][C:17]1([CH2:18][CH2:19][N:20]2[CH:24]=[CH:23][CH:22]=[C:21]2[C:25](=[O:32])[C:26]2[CH:31]=[CH:30][CH:29]=[CH:28][CH:27]=2)[C:12](=[O:11])[O:13][C:14]([CH3:35])([CH3:34])[O:15][C:16]1=[O:33] |f:0.1,^1:9|. Reported procedure: Pyridinium bromide perbromide (11.51 g, 36 mmoles) in tetrahydrofuran (25 ml) was added dropwise at 0°-5° C. to a vigorously stirred suspension of the sodium salt of 1-[2-(4,6-dioxo-2,2-dimethyl-1,3-dioxan-5-yl)ethyl]-2-benzoylpyrrole (VI, prepared as described above, 13.5 g, 37.2 mole). The mixture was stirred for 1 hour at 0°-5° C. The mixture was then poured into water (600 ml) and extracted three times with diethyl ether (100 ml, then 2×50 ml). The organic phase was separated and washed with... Starting materials: C1CCCCCCCOC(=O)CCCCCC1 (ω-Pentadecalactone), C[O-].[Na+] (Sodium methoxide), [Na] (sodium), [Na] (sodium). Run in CO (methanol). The product is OCCCCCCCCCCCCCCC(=O)OC (methyl 15-hydroxypentadecanoate). Isolated yield 85.0%. RXN SMILES: [CH3:1][O-:2].[Na+].[Na].[CH2:5]1[CH2:21][CH2:20][CH2:19][CH2:18][CH2:17][CH2:16][C:14](=[O:15])[O:13][CH2:12][CH2:11][CH2:10][CH2:9][CH2:8][CH2:7][CH2:6]1>CO>[OH:2][CH2:1][CH2:11][CH2:10][CH2:9][CH2:8][CH2:7][CH2:6][CH2:5][CH2:21][CH2:20][CH2:19][CH2:18][CH2:17][CH2:16][C:14]([O:13][CH3:12])=[O:15] |f:0.1,^1:3|. Reported procedure: Sodium methoxide was generated by the addition of sodium metal (2.4 g, 104.3 mmol, 5.0 eq) to methanol (130 mL) at 0° C. with stirring. The mixture was warmed to room temperature and stirred until all of the sodium was consumed. ω-Pentadecalactone (5.0 g, 20.8 mmol, 1.0 eq) was added in a single portion, and the solution was stirred at 80° C. for 3 hours. The reaction was quenched with hydrochloric acid (1 M, 175 mL) and diluted with water (175 mL). The aqueous layer was extracted with ether (3×...